From a dataset of the Open Reaction Database (ORD), a public repository of structured organic reaction records. describe an organic reaction: reactants, conditions, products, and yield Starting materials: CC1=C2CCC(C2=C(C(=C1)OC)C)O (4,7-dimethyl-6-methoxy-1-indanol). The reagents and catalysts are [Pd] (palladium black). Run in C(C)(=O)O (acetic acid). Run at time 3 hour. Yields the product CC1=C2CCCC2=C(C=C1OC)C (4,7-dimethyl-5-methoxyindane). Yield: 95.4%. RXN SMILES: [CH3:1][C:2]1[CH:10]=[C:9]([O:11][CH3:12])[C:8]([CH3:13])=[C:7]2[C:3]=1[CH2:4][CH2:5][CH:6]2O>C(O)(=O)C.[Pd]>[CH3:13][C:8]1[C:9]([O:11][CH3:12])=[CH:10][C:2]([CH3:1])=[C:3]2[C:7]=1[CH2:6][CH2:5][CH2:4]2. Reported procedure: To a solution of 4,7-dimethyl-6-methoxy-1-indanol (4.0 g) in acetic acid (100 ml) was added palladium black (600 mg) and hydrogenation was carried out at room temperature for 3 hours. The catalyst was filtered off and the mother liquor was distilled under reduced pressure. To the residue was added ethyl acetate, washed with water and saturated saline and dried with anhydrous magnesium sulfate and the solvent was distilled off under reduced pressure to obtain 4,7-dimethyl-5-methoxyindane (3.5 g) ... Reactants: NC1=C2C(N(C(C2=CC=C1)=O)C1C(NC(CC1)=O)=O)=O (4-amino-2-(2,6-dioxo(3-piperidyl))isoindoline-1,3-dione), C(CCCCCC)(=O)Cl (heptanoyl chloride). Run in C1CCOC1 (THF). The product is O=C1NC(CCC1N1C(C2=CC=CC(=C2C1=O)NC(CCCCCC)=O)=O)=O (N-[2-(2,6-dioxo(3-piperidyl))-1,3-dioxoisoindolin-4-yl]heptanamide). Yield: 79.1%. RXN SMILES: [NH2:1][C:2]1[CH:10]=[CH:9][CH:8]=[C:7]2[C:3]=1[C:4](=[O:20])[N:5]([CH:12]1[CH2:17][CH2:16][C:15](=[O:18])[NH:14][C:13]1=[O:19])[C:6]2=[O:11].[C:21](Cl)(=[O:28])[CH2:22][CH2:23][CH2:24][CH2:25][CH2:26][CH3:27]>C1COCC1>[O:19]=[C:13]1[CH:12]([N:5]2[C:4](=[O:20])[C:3]3[C:7](=[CH:8][CH:9]=[CH:10][C:2]=3[NH:1][C:21](=[O:28])[CH2:22][CH2:23][CH2:24][CH2:25][CH2:26][CH3:27])[C:6]2=[O:11])[CH2:17][CH2:16][C:15](=[O:18])[NH:14]1. Procedure details: To a stirred suspension of 4-amino-2-(2,6-dioxo(3-piperidyl))isoindoline-1,3-dione (0.55 g, 2.0 mmol) in THF (30 ml) was added heptanoyl chloride (0.59 g, 4.0 mmol). The mixture was heated to reflux for 18 hours. The solvent was evaporated in vacuo and the resulting solid was slurried in diethyl ether (20 ml) and filtered to give 0.61 g (79%) of product as an off-white solid: mp 200–202° C.; 1H NMR (DMSO-d6) δ 11.16 (s, 1H), 9.65 (s, 1H), 8.48 (d, J=8.3 Hz, 1H), 7.81 (t, J=7.7 Hz, 1H), 7.58 (d, ...